The task is: describe an organic reaction: reactants, conditions, products, and yield. This data is from the Open Reaction Database (ORD), a public repository of structured organic reaction records. Reactants: CCN(CC)CCN1C(=O)C(=O)c2c(Br)cccc21, C1CCOC1, [Li]CCCC, [Cl-], [NH4+], c1ccc2occc2c1. The product is CCN(CC)CCN1C(=O)C(O)(c2cc3ccccc3o2)c2c(Br)cccc21. As a reaction SMILES: [CH2:15]([CH3:16])[N:17]([CH2:18][CH2:19][N:20]1[C:21](=[O:22])[C:23](=[O:24])[c:25]2[c:26]([Br:31])[cH:27][cH:28][cH:29][c:30]21)[CH2:32][CH3:33].[CH2:36]1[O:37][CH2:38][CH2:39][CH2:40]1.[CH3:10][CH2:11][CH2:12][CH2:13][Li:14].[Cl-:34].[NH4+:35].[o:1]1[c:2]2[c:3]([cH:4][cH:5]1)[cH:6][cH:7][cH:8][cH:9]2>>[o:1]1[c:2]2[c:3]([cH:4][c:5]1[C:23]1([OH:24])[C:21](=[O:22])[N:20]([CH2:19][CH2:18][N:17]([CH2:15][CH3:16])[CH2:32][CH3:33])[c:30]3[c:25]1[c:26]([Br:31])[cH:27][cH:28][cH:29]3)[cH:6][cH:7][cH:8][cH:9]2. Reactants: C1(=CC=CC=C1)C(C1=CC=CC=C1)=NC(C#N)CC(F)F (rac-2-[(Diphenylmethylene)amino]-4,4-difluorobutanonitrile), C(CCC)[Li] (n-butyllithium), IC (iodomethane). Run in C1CCOC1 (THF). Conditions: temperature -78 celsius, time 10 minute. Yields the product C1(=CC=CC=C1)C(C1=CC=CC=C1)=NC(C#N)(CC(F)F)C (rac-2-[(Diphenylmethylene)amino]-4,4-difluoro-2-methylbutanonitrile). Yield: 98.9%. RXN SMILES: [C:1]1([C:7](=[N:14][CH:15]([CH2:18][CH:19]([F:21])[F:20])[C:16]#[N:17])[C:8]2[CH:13]=[CH:12][CH:11]=[CH:10][CH:9]=2)[CH:6]=[CH:5][CH:4]=[CH:3][CH:2]=1.[CH2:22]([Li])CCC.IC>C1COCC1>[C:1]1([C:7](=[N:14][C:15]([CH3:22])([CH2:18][CH:19]([F:20])[F:21])[C:16]#[N:17])[C:8]2[CH:13]=[CH:12][CH:11]=[CH:10][CH:9]=2)[CH:6]=[CH:5][CH:4]=[CH:3][CH:2]=1. Procedure: 13.07 g (38.62 mmol) of rac-2-[(diphenylmethylene)amino]-4,4-difluorobutanonitrile from Example 67A were initially charged in 255 ml of abs. THF, and 15.6 ml (39.0 mmol) of n-butyllithium (2.5 N in hexane) were added at −78° C. under argon, and the mixture was stirred at −78° C. for a further 10 min. Subsequently, 22.6 g (154.46 mmol) of iodomethane were added to the reaction solution at −78° C. The reaction mixture was gradually brought to 0° C. over 3.5 h. After complete depletion of the start... Reactants: NN (hydrazine), N1=CC=C(C=C1)CCCN1C(C2=CC=CC=C2C1=O)=O (2-(3-pyridin-4-yl-propyl)isoindole-1,3-dione). The solvent is CO (methanol). Run at time 48 hour. Product: N1=CC=C(C=C1)CCCN (3-Pyridin-4-yl-propylamine). Isolated yield 83.7%. As a reaction SMILES: NN.[N:3]1[CH:8]=[CH:7][C:6]([CH2:9][CH2:10][CH2:11][N:12]2C(=O)C3C(=CC=CC=3)C2=O)=[CH:5][CH:4]=1>CO>[N:3]1[CH:8]=[CH:7][C:6]([CH2:9][CH2:10][CH2:11][NH2:12])=[CH:5][CH:4]=1. Procedure details: Add a solution of hydrazine (4.0 mL) in methanol (200 mL) to 2-(3-pyridin-4-yl-propyl)isoindole-1,3-dione (8.0 g, 30 mmol). After 48 hours, filter the mixture and concentrate the filtrate, triturate with methylene chloride (150 mL), and filter a second time. Perform the filtrate via flash chromatography on silica gel eluting with 80:18:2 CHCl3/MeOH/concentrated NH4OH) to afford the title compound as a yellow oil (3.42 g). MS: m/e=137 (MH+). Reactants: C(C)[C@]12CCCC(CC1)N2C(C(CC2=CC=C(C=C2)OC(C)(C)C)NC(C2=CC=C(C=C2)C=NN)=O)=O (ethyl (S)-8-[2-(4-aminoiminomethyl-benzoylamino)-3-(4-t-butoxyphenyl)propionyl]-8-azabicyclo[3.2.1]octan), FC(C(=O)O)(F)F (trifluoroacetic acid). Yields the product NN=CC1=CC=C(C(=O)NC(C(=O)N2[C@H]3CCCC2CC3)CC3=CC=C(C=C3)O)C=C1 ((S)-8-[2-(4-aminoiminomethyl-benzoylamino)-3-(4-hydroxyphenyl)propionyl]-8-azabicyclo[3.2.1]octan). The yield is 60.0%. RXN SMILES: C([C@@:3]12[N:10]([C:11](=[O:37])[CH:12]([NH:25][C:26](=[O:36])[C:27]3[CH:32]=[CH:31][C:30]([CH:33]=[N:34][NH2:35])=[CH:29][CH:28]=3)[CH2:13][C:14]3[CH:19]=[CH:18][C:17]([O:20]C(C)(C)C)=[CH:16][CH:15]=3)[CH:7]([CH2:8][CH2:9]1)[CH2:6][CH2:5][CH2:4]2)C.FC(F)(F)C(O)=O>>[NH2:35][N:34]=[CH:33][C:30]1[CH:29]=[CH:28][C:27]([C:26]([NH:25][CH:12]([CH2:13][C:14]2[CH:15]=[CH:16][C:17]([OH:20])=[CH:18][CH:19]=2)[C:11]([N:10]2[CH:7]3[CH2:8][CH2:9][C@@H:3]2[CH2:4][CH2:5][CH2:6]3)=[O:37])=[O:36])=[CH:32][CH:31]=1. Reported procedure: A solution of 150 mg of ethyl (S)-8-[2-(4-aminoiminomethyl-benzoylamino)-3-(4-t-butoxyphenyl)propionyl]-8-azabicyclo[3.2.1]octan-endo-3-yloxyacetate hydrochloride is stirred at room temperature in 5 ml of CH2C2 and 2.5 ml of trifluoroacetic acid and evaporated. With ether the residue gives crystals which are filtered off under suction and dissolved in 5 ml of EtOH. 40 mg of NaOH dissolved in 1 ml of water are added to the solution and the mixture is stirred at room temperature. The reaction solu... Reactants: C(CCC)C1=NC=C2N1C(CC=C2)C2=CC=C(C=C2)C2=C(C=CC=C2)C2=NN=NN2 (3-Butyl-5,6-dihydro-5-[2'-(1H-tetrazol-5-yl)[1,1'-biphenyl]-4-yl]imidazo[1,5-a]pyridine), C(C1=CC=CC=C1)O (benzyl alcohol), C1CC(=O)N(C1=O)Br (NBS). Run in C(Cl)(Cl)Cl (chloroform). Reaction conditions: time 2 hour. Product: C1(=CC=CC=C1)COC=1NC=CN1.C1(=CC=CC=C1)C1=CC=CC=C1 (biphenyl phenylmethoxyimidazole). RXN SMILES: C([C:5]1[N:9]2C([C:14]3[CH:19]=[CH:18][C:17]([C:20]4[CH:25]=[CH:24][CH:23]=[CH:22][C:21]=4C4NN=NN=4)=[CH:16][CH:15]=3)CC=C[C:8]2=[CH:7][N:6]=1)CCC.[CH2:31]([OH:38])[C:32]1[CH:37]=[CH:36][CH:35]=[CH:34][CH:33]=1.C1C(=O)N(Br)C(=O)C1>C(Cl)(Cl)Cl>[C:32]1([CH2:31][O:38][C:5]2[NH:6][CH:7]=[CH:8][N:9]=2)[CH:37]=[CH:36][CH:35]=[CH:34][CH:33]=1.[C:17]1([C:20]2[CH:21]=[CH:22][CH:23]=[CH:24][CH:25]=2)[CH:18]=[CH:19][CH:14]=[CH:15][CH:16]=1 |f:4.5|. Procedure details: To a solution of 203 mg (0.318 mmol) of biphenyl bicyclic imidazole (trityl protected Example 11) and 200 μL (1.9 mmol) of benzyl alcohol in 0.5 mL of anhydrous chloroform was added 57 mg (0.32 mmol) of NBS in one portion. The resulting orange-red solution was stirred at room temperature for 2 hours, and the reaction mixture was washed with aqueous sodium bisulfite, water,and brine. The combined extracts were dried (MgSO4) and concentrated in vacuo. The residue was used directly in the subsequen... The reactants are Cc1ccccc1, CCCCCC1CC=C(c2cccc(F)c2)CC1. The product is CCCCCC1CCC(c2cccc(F)c2)CC1. As a reaction SMILES: [CH3:19][c:20]1[cH:21][cH:22][cH:23][cH:24][cH:25]1.[F:1][c:2]1[cH:3][c:4]([C:8]2=[CH:9][CH2:10][CH:11]([CH2:14][CH2:15][CH2:16][CH2:17][CH3:18])[CH2:12][CH2:13]2)[cH:5][cH:6][cH:7]1>>[F:1][c:2]1[cH:3][c:4]([CH:8]2[CH2:9][CH2:10][CH:11]([CH2:14][CH2:15][CH2:16][CH2:17][CH3:18])[CH2:12][CH2:13]2)[cH:5][cH:6][cH:7]1. Starting materials: CCCC1=NCCc2ccccc21, [K+], [NH4+], O=[N+]([O-])[O-], [OH-], O=S(=O)(O)O. The product is CCCC1=NCCc2ccc([N+](=O)[O-])cc21. As a reaction SMILES: [CH2:1]([CH2:2][CH3:3])[C:4]1=[N:5][CH2:6][CH2:7][c:8]2[cH:9][cH:10][cH:11][cH:12][c:13]21.[K+:14].[NH4+:19].[O-:15][N+:16]([O-:17])=[O:18].[OH-:20].[S:21](=[O:22])(=[O:23])([OH:24])[OH:25]>>[CH2:1]([CH2:2][CH3:3])[C:4]1=[N:5][CH2:6][CH2:7][c:8]2[cH:9][cH:10][c:11]([N+:16](=[O:15])[O-:17])[cH:12][c:13]21. The reactants are N[C@H]1[C@@H](CCCC1)N (trans-1,2-diaminocyclohexane), C(C)(C)(C)C1=CC=C(C=C1)CC(CCl)C (3-(4-tert.-butylphenyl)-2-methylpropyl chloride), [OH-].[Na+] (sodium hydroxide). Run in CCOCC (ether). Run at temperature 140 celsius, time 10 hour. Product: C(C)(C)(C)C1=CC=C(C=C1)CC(CN[C@H]1[C@@H](CCCC1)N)C (N-(3-(4-tert.-butylphenyl)-2-methylpropyl)-trans-1,2-diaminocyclohexane). The yield is 83.5%. RXN SMILES: [NH2:1][C@@H:2]1[CH2:7][CH2:6][CH2:5][CH2:4][C@H:3]1[NH2:8].[C:9]([C:13]1[CH:18]=[CH:17][C:16]([CH2:19][CH:20]([CH3:23])[CH2:21]Cl)=[CH:15][CH:14]=1)([CH3:12])([CH3:11])[CH3:10].[OH-].[Na+]>CCOCC>[C:9]([C:13]1[CH:14]=[CH:15][C:16]([CH2:19][CH:20]([CH3:23])[CH2:21][NH:1][C@@H:2]2[CH2:7][CH2:6][CH2:5][CH2:4][C@H:3]2[NH2:8])=[CH:17][CH:18]=1)([CH3:12])([CH3:11])[CH3:10] |f:2.3|. Procedure details: 274 g of trans-1,2-diaminocyclohexane and 134.4 g of 3-(4-tert.-butylphenyl)-2-methylpropyl chloride (German Laid-Open Application DOS No. 2,752,096) were stirred for 10 hours at 140° C. and then cooled to +10° C. in an ice bath, and 200 ml of a 50% strength by weight sodium hydroxide solution were added slowly, followed by the addition of 200 ml of ether. The organic phase was separated off, dried over potassium hydroxide and distilled to give 151 g of N-(3-(4-tert.-butylphenyl)-2-methylpropyl)... The reactants are IC1=NC=CC(=C1)C1=CCCC1 (2-iodo-4-cyclopent-1-enyl-pyridine), [Li]CCCC (n-BuLi), C(CCC)[Sn](Cl)(CCCC)CCCC (tributylchlorostannane). Run in C1CCOC1 (THF). Run at temperature -78 celsius, time 15 minute. Yields the product C1(=CCCC1)C1=CC(=NC=C1)[Sn](CCCC)(CCCC)CCCC (4-cyclopent-1-enyl-2-tributylstannanyl-pyridine). RXN SMILES: I[C:2]1[CH:7]=[C:6]([C:8]2[CH2:12][CH2:11][CH2:10][CH:9]=2)[CH:5]=[CH:4][N:3]=1.[Li]CCCC.[CH2:18]([Sn:22]([CH2:28][CH2:29][CH2:30][CH3:31])([CH2:24][CH2:25][CH2:26][CH3:27])Cl)[CH2:19][CH2:20][CH3:21]>C1COCC1>[C:8]1([C:6]2[CH:5]=[CH:4][N:3]=[C:2]([Sn:22]([CH2:24][CH2:25][CH2:26][CH3:27])([CH2:28][CH2:29][CH2:30][CH3:31])[CH2:18][CH2:19][CH2:20][CH3:21])[CH:7]=2)[CH2:12][CH2:11][CH2:10][CH:9]=1. Reported procedure: To a solution of 2-iodo-4-cyclopent-1-enyl-pyridine (150 mg, 0.55 mmol) in THF (3 mL) at −78° C. was added n-BuLi (1.6 M in hexanes, 0.38 mL, 0.61 mmol). The resulting deep orange-brown solution was stirred at −78° C. for 15 min then tributylchlorostannane (0.17 mL, 61 mmol) was added dropwise. The reaction mixture was stirred at −78° C. for 30 min then warmed to room temperature over 30 min, quenched with water and extracted with EtOAc (2×). The combined organics were dried over MgSO4 and conce...